Dataset: the Open Reaction Database (ORD), a public repository of structured organic reaction records. Task: describe an organic reaction: reactants, conditions, products, and yield The reactants are ClC1=CC=C(C=C1)C(C=1C=C2C(=CC(=NC2=CC1)O)Br)C1=CC=C(C=C1)Cl (6-[bis(4-chlorophenyl)methyl]-4-bromoquinolin-2-ol), NC1CCN(CC1)C(=O)OC(C)(C)C (tert-butyl 4-aminopiperidine-1-carboxylate), C(=O)([O-])[O-].[Cs+].[Cs+] (Cs2CO3). Reagents/catalysts: C=1C=CC(=CC1)/C=C/C(=O)/C=C/C2=CC=CC=C2.C=1C=CC(=CC1)/C=C/C(=O)/C=C/C2=CC=CC=C2.C=1C=CC(=CC1)/C=C/C(=O)/C=C/C2=CC=CC=C2.[Pd].[Pd] (Pd2(dba)3), C1=CC=C(C=C1)P([C-]2C=CC=C2)C3=CC=CC=C3.C1=CC=C(C=C1)P([C-]2C=CC=C2)C3=CC=CC=C3.[Fe+2] (dppf). Solvent: O1CCOCC1 (1,4-dioxane). Conditions: temperature 100 celsius, time 8 hour. Product: ClC1=CC=C(C=C1)C(C=1C=C2C(=CC(=NC2=CC1)O)NC1CCN(CC1)C(=O)OC(C)(C)C)C1=CC=C(C=C1)Cl (tert-butyl 4-([6-[bis(4-chlorophenyl)methyl]-2-hydroxyquinolin-4-yl]amino)piperidine-1-carboxylate). Reaction SMILES: [Cl:1][C:2]1[CH:7]=[CH:6][C:5]([CH:8]([C:21]2[CH:26]=[CH:25][C:24]([Cl:27])=[CH:23][CH:22]=2)[C:9]2[CH:10]=[C:11]3[C:16](=[CH:17][CH:18]=2)[N:15]=[C:14]([OH:19])[CH:13]=[C:12]3Br)=[CH:4][CH:3]=1.[NH2:28][CH:29]1[CH2:34][CH2:33][N:32]([C:35]([O:37][C:38]([CH3:41])([CH3:40])[CH3:39])=[O:36])[CH2:31][CH2:30]1.C([O-])([O-])=O.[Cs+].[Cs+]>C1C=CC(/C=C/C(/C=C/C2C=CC=CC=2)=O)=CC=1.C1C=CC(/C=C/C(/C=C/C2C=CC=CC=2)=O)=CC=1.C1C=CC(/C=C/C(/C=C/C2C=CC=CC=2)=O)=CC=1.[Pd].[Pd].C1C=CC(P(C2C=CC=CC=2)[C-]2C=CC=C2)=CC=1.C1C=CC(P(C2C=CC=CC=2)[C-]2C=CC=C2)=CC=1.[Fe+2].O1CCOCC1>[Cl:1][C:2]1[CH:7]=[CH:6][C:5]([CH:8]([C:21]2[CH:26]=[CH:25][C:24]([Cl:27])=[CH:23][CH:22]=2)[C:9]2[CH:10]=[C:11]3[C:16](=[CH:17][CH:18]=2)[N:15]=[C:14]([OH:19])[CH:13]=[C:12]3[NH:28][CH:29]2[CH2:30][CH2:31][N:32]([C:35]([O:37][C:38]([CH3:41])([CH3:40])[CH3:39])=[O:36])[CH2:33][CH2:34]2)=[CH:4][CH:3]=1 |f:2.3.4,5.6.7.8.9,10.11.12|. Reported procedure: Into a 50-mL round-bottom flask purged and maintained with an inert atmosphere of nitrogen, was placed 6-[bis(4-chlorophenyl)methyl]-4-bromoquinolin-2-ol (500 mg, 1.09 mmol, 1.00 equip), tert-butyl 4-aminopiperidine-1-carboxylate (326.8 mg, 1.63 mmol, 1.50 equip), Pd2(dba)3 (99.8 mg, 0.11 mmol, 0.10 equip), dppf (211 mg, 0.38 mmol, 0.35 equip), Cs2CO3 (882.35 mg, 2.71 mmol, 2.50 equip), and 1,4-dioxane (10 mL). The resulting solution was stirred overnight at 100° C. The reaction was then quenche...